From a dataset of the Open Reaction Database (ORD), a public repository of structured organic reaction records. describe an organic reaction: reactants, conditions, products, and yield The reactants are BrC1=CC=C(O1)CNC(=O)C=1C=C2C=CC=NC2=CC1 (quinoline-6-carboxylic acid (5-bromo-furan-2-ylmethyl)-amide), C1(=CC=CC=C1)B(O)O (phenylboronic acid), NC1=C(C(=O)NCC2=NC=C(C=C2)COC2=CC=CC=C2)C=CC(=N1)N (2.6-Diamino-N-(5-phenoxymethyl-pyridin-2-ylmethyl)-nicotinamide), C([O-])([O-])=O.[K+].[K+] (potassium carbonate). Reagents/catalysts: C=1C=CC(=CC1)[P](C=2C=CC=CC2)(C=3C=CC=CC3)[Pd]([P](C=4C=CC=CC4)(C=5C=CC=CC5)C=6C=CC=CC6)([P](C=7C=CC=CC7)(C=8C=CC=CC8)C=9C=CC=CC9)[P](C=1C=CC=CC1)(C=1C=CC=CC1)C=1C=CC=CC1 (tetrakis(triphenylphosphine)palladium(0)). The solvent is C(C)(=O)OCC (ethyl acetate), O (Water), O1CCOCC1 (1,4-dioxane). The product is C1(=CC=CC=C1)C1=CC=C(O1)CNC(=O)C1=NC2=CC=CC=C2C=C1 (Quinoline carboxylic acid (5-phenyl-furan-2-ylmethyl)-amide). Yield: 33.0%. As a reaction SMILES: BrC1OC(CNC([C:11]2[CH:12]=[C:13]3[C:18](=[CH:19][CH:20]=2)[N:17]=[CH:16][CH:15]=[CH:14]3)=O)=CC=1.NC1N=C(N)C=CC=1[C:24]([NH:26][CH2:27][C:28]1[CH:33]=[CH:32][C:31](COC2C=CC=CC=2)=CN=1)=[O:25].[C:47]1(B(O)O)[CH:52]=[CH:51][CH:50]=[CH:49][CH:48]=1.C(=O)([O-])[O-:57].[K+].[K+]>O1CCOCC1.C1C=CC([P]([Pd]([P](C2C=CC=CC=2)(C2C=CC=CC=2)C2C=CC=CC=2)([P](C2C=CC=CC=2)(C2C=CC=CC=2)C2C=CC=CC=2)[P](C2C=CC=CC=2)(C2C=CC=CC=2)C2C=CC=CC=2)(C2C=CC=CC=2)C2C=CC=CC=2)=CC=1.C(OCC)(=O)C.O>[C:47]1([C:31]2[O:57][C:28]([CH2:27][NH:26][C:24]([C:16]3[CH:15]=[CH:14][C:13]4[C:18](=[CH:19][CH:20]=[CH:11][CH:12]=4)[N:17]=3)=[O:25])=[CH:33][CH:32]=2)[CH:52]=[CH:51][CH:50]=[CH:49][CH:48]=1 |f:3.4.5,^1:71,73,92,111|. Procedure details: To a solution of quinoline-6-carboxylic acid (5-bromo-furan-2-ylmethyl)-amide described in Preparation Example E+-2 (200 mg, 0.60 mmol) in 1,4-dioxane (5 mL) were added phenylboronic acid (150 mg, 1.2 mmol), tetrakis(triphenylphosphine)palladium(0) (55 mg, 0.047 mmol) and an aqueous solution of potassium carbonate (2 mol), and the solution was stirred at 110° C. for 2 hours. Water and ethyl acetate were added to the reaction solution, which was then partitioned, NH silica gel was added to the or... Reactants: FC=1C=C2C=CNC2=C(C1F)C(=O)O (5,6-difluoro-1H-indol-7-carboxylic acid), C(C)(C)(C)C1=CC=C(CNCCC2=CC=CC=C2)C=C1 ((4-tert-butyl-benzyl)-[2-phenyl-ethyl]-amine), CCN=C=NCCCN(C)C.Cl (EDC.HCl). The solvent is C(Cl)Cl (DCM). Yields the product C(C)(C)(C)C1=CC=C(CN(C(=O)C=2C(=C(C=C3C=CNC23)F)F)CCC2=CC=CC=C2)C=C1 (5,6-Difluoro-1H-indole-7-carboxylic acid (4-tert-butyl-benzyl)-phenethyl-amide). Isolated yield 33.0%. RXN SMILES: [F:1][C:2]1[CH:3]=[C:4]2[C:8](=[C:9]([C:12]([OH:14])=O)[C:10]=1[F:11])[NH:7][CH:6]=[CH:5]2.[C:15]([C:19]1[CH:34]=[CH:33][C:22]([CH2:23][NH:24][CH2:25][CH2:26][C:27]2[CH:32]=[CH:31][CH:30]=[CH:29][CH:28]=2)=[CH:21][CH:20]=1)([CH3:18])([CH3:17])[CH3:16].CCN=C=NCCCN(C)C.Cl>C(Cl)Cl>[C:15]([C:19]1[CH:34]=[CH:33][C:22]([CH2:23][N:24]([CH2:25][CH2:26][C:27]2[CH:32]=[CH:31][CH:30]=[CH:29][CH:28]=2)[C:12]([C:9]2[C:10]([F:11])=[C:2]([F:1])[CH:3]=[C:4]3[C:8]=2[NH:7][CH:6]=[CH:5]3)=[O:14])=[CH:21][CH:20]=1)([CH3:18])([CH3:16])[CH3:17] |f:2.3|. Procedure: 87 mg (0.44 mol) of 5,6-difluoro-1H-indol-7-carboxylic acid, 106 mg (0.40 mmol) of (4-tert-butyl-benzyl)-[2-phenyl-ethyl]-amine and 84 mg (0.44 mmol) of EDC.HCl were dissolved in 4 ml DCM. The reaction mixture was stirred at rt over night. The solvent was evaporated and the residue was purified by column chromatography (20 g silica gel; heptane/EtOAc 4:1) to yield 59 mg (33%) product as a colorless viscous oil. MS (ISP) 447.2 (M+H)+. The reactants are COC(=O)c1ccc2ccc(C#N)cc2c1, CCO, ClCCl, [Na+], [OH-], O. Yields the product N#Cc1ccc2ccc(C(=O)O)cc2c1. As a reaction SMILES: [C:3](#[N:4])[c:5]1[cH:6][cH:7][c:8]2[cH:9][cH:10][c:11]([C:15](=[O:16])[O:17][CH3:18])[cH:12][c:13]2[cH:14]1.[CH3:20][CH2:21][OH:22].[Cl:23][CH2:24][Cl:25].[Na+:2].[OH-:1].[OH2:19]>>[C:3](#[N:4])[c:5]1[cH:6][cH:7][c:8]2[cH:9][cH:10][c:11]([C:15](=[O:16])[OH:17])[cH:12][c:13]2[cH:14]1. Reactants: CCN(C(C)C)C(C)C, O=C(Cl)C(Cl)(Cl)Cl, ClCCl, COc1ccccc1-c1ccc(C(=O)N2Cc3cccn3Cc3ccccc32)cc1C. Product: COc1ccccc1-c1ccc(C(=O)N2Cc3ccc(C(=O)C(Cl)(Cl)Cl)n3Cc3ccccc32)cc1C. RXN SMILES: [CH:32]([N:33]([CH2:34][CH3:35])[CH:36]([CH3:37])[CH3:38])([CH3:39])[CH3:40].[Cl:41][C:42]([C:43](=[O:44])[Cl:45])([Cl:46])[Cl:47].[Cl:48][CH2:49][Cl:50].[cH:1]1[cH:2][cH:3][n:4]2[c:5]1[CH2:6][N:7]([C:15](=[O:16])[c:17]1[cH:18][c:19]([CH3:31])[c:20](-[c:23]3[c:24]([O:29][CH3:30])[cH:25][cH:26][cH:27][cH:28]3)[cH:21][cH:22]1)[c:8]1[c:9]([cH:11][cH:12][cH:13][cH:14]1)[CH2:10]2>>[cH:1]1[cH:2][c:3]([C:43]([C:42]([Cl:41])([Cl:46])[Cl:47])=[O:44])[n:4]2[c:5]1[CH2:6][N:7]([C:15](=[O:16])[c:17]1[cH:18][c:19]([CH3:31])[c:20](-[c:23]3[c:24]([O:29][CH3:30])[cH:25][cH:26][cH:27][cH:28]3)[cH:21][cH:22]1)[c:8]1[c:9]([cH:11][cH:12][cH:13][cH:14]1)[CH2:10]2. The product is N#Cc1ccc(C2CCn3cncc32)cc1. Reaction SMILES: [CH3:17][OH:18].[cH:1]1[c:2]2[n:3]([cH:4][n:5]1)[CH2:6][CH:7]=[C:8]2[c:9]1[cH:10][cH:11][c:12]([C:13]#[N:14])[cH:15][cH:16]1>>[cH:1]1[c:2]2[n:3]([cH:4][n:5]1)[CH2:6][CH2:7][CH:8]2[c:9]1[cH:10][cH:11][c:12]([C:13]#[N:14])[cH:15][cH:16]1. Starting materials: CO, N#Cc1ccc(C2=CCn3cncc32)cc1. Starting materials: C=COC(=O)c1ccccc1, C1CCOC1, Cl[Pd]Cl, c1ccc(P(c2ccccc2)c2ccccc2)cc1, c1ccc(P(c2ccccc2)c2ccccc2)cc1. Yields the product O=C(O)c1ccccc1. Reaction SMILES: [C:1]([c:2]1[cH:3][cH:4][cH:5][cH:6][cH:7]1)(=[O:8])[O:9][CH:10]=[CH2:11].[CH2:53]1[O:54][CH2:55][CH2:56][CH2:57]1.[Pd:12]([Cl:13])[Cl:14].[c:15]1([P:16]([c:17]2[cH:18][cH:19][cH:20][cH:21][cH:22]2)[c:23]2[cH:24][cH:25][cH:26][cH:27][cH:28]2)[cH:29][cH:30][cH:31][cH:32][cH:33]1.[c:34]1([P:35]([c:36]2[cH:37][cH:38][cH:39][cH:40][cH:41]2)[c:42]2[cH:43][cH:44][cH:45][cH:46][cH:47]2)[cH:48][cH:49][cH:50][cH:51][cH:52]1>>[C:1]([c:2]1[cH:3][cH:4][cH:5][cH:6][cH:7]1)(=[O:8])[OH:9]. Solvent: C1(=CC=CC=C1)C (toluene), C(C)O (ethanol). Reaction SMILES: Br[C:2]1[CH:3]=[C:4]([CH:16]=[CH:17][C:18]=1[O:19][CH3:20])[CH:5]=[C:6]1[C:14]2[C:9](=[CH:10][CH:11]=[CH:12][CH:13]=2)[NH:8][C:7]1=[O:15].C(=O)([O-])[O-].[Na+].[Na+].[C:27]([NH:30][C:31]1[CH:32]=[C:33](B(O)O)[CH:34]=[CH:35][CH:36]=1)(=[O:29])[CH3:28].O>C1(C)C=CC=CC=1.C(O)C.C1C=CC([P]([Pd]([P](C2C=CC=CC=2)(C2C=CC=CC=2)C2C=CC=CC=2)([P](C2C=CC=CC=2)(C2C=CC=CC=2)C2C=CC=CC=2)[P](C2C=CC=CC=2)(C2C=CC=CC=2)C2C=CC=CC=2)(C2C=CC=CC=2)C2C=CC=CC=2)=CC=1>[CH3:20][O:19][C:18]1[CH:17]=[CH:16][C:4]([CH:5]=[C:6]2[C:14]3[C:9](=[CH:10][CH:11]=[CH:12][CH:13]=3)[NH:8][C:7]2=[O:15])=[CH:3][C:2]=1[C:35]1[CH:34]=[CH:33][CH:32]=[C:31]([NH:30][C:27](=[O:29])[CH3:28])[CH:36]=1 |f:1.2.3,^1:54,56,75,94|. Reported procedure: Tetrakis(triphenylphosphine)palladium(0) (0.02 g, 0.02 mmol) was added to a solution of 3-(3-Bromo-4-methoxy-benzylidene)-1,3-dihydroindol-2-one (0.2 g, 0.61 mmol) in toluene (1 ml) and ethanol (2 ml), followed by addition of 2M aqueous sodium carbonate (1.2 ml, 2.4 mmol). To this mixture was added 3-acetamidophenylboronic acid (0.12 g, 0.67 mmol), and the mixture was heated to 100° C. in a sealed tube and held there for 12 hours. The reaction was then poured into water (50 ml) and extracted wit... Yield: 21.3%. Reagents/catalysts: C=1C=CC(=CC1)[P](C=2C=CC=CC2)(C=3C=CC=CC3)[Pd]([P](C=4C=CC=CC4)(C=5C=CC=CC5)C=6C=CC=CC6)([P](C=7C=CC=CC7)(C=8C=CC=CC8)C=9C=CC=CC9)[P](C=1C=CC=CC1)(C=1C=CC=CC1)C=1C=CC=CC1 (Tetrakis(triphenylphosphine)palladium(0)). Starting materials: BrC=1C=C(C=C2C(NC3=CC=CC=C23)=O)C=CC1OC (3-(3-Bromo-4-methoxy-benzylidene)-1,3-dihydroindol-2-one), O (water), C([O-])([O-])=O.[Na+].[Na+] (sodium carbonate), C(C)(=O)NC=1C=C(C=CC1)B(O)O (3-acetamidophenylboronic acid). Reaction conditions: temperature 100 celsius, time 12 hour. Product: COC1=C(C=C(C=C1)C=C1C(NC2=CC=CC=C12)=O)C1=CC(=CC=C1)NC(C)=O (N-[2′-methoxy-5′-(2-oxo-1,2-dihydroindol-3-ylidenemethyl)-biphenyl-3-yl]-acetamide). The reactants are FC1=CC(=CC(=C1)F)F (1,3,5-trifluorobenzene), [N+](=O)([O-])[O-].[K+] (potassium nitrate), FC1=CC(=CC(=C1)F)F (1,3,5-trifluorobenzene), [N+](=O)([O-])[O-].[K+] (potassium nitrate), FC1=C(C(=C(C(=C1[N+](=O)[O-])F)[N+](=O)[O-])F)[N+](=O)[O-] (1,3,5-trifluoro-2,4,6-trinitrobenzene). Product: FC1=C(C(=C(C(=C1)F)[N+](=O)[O-])F)[N+](=O)[O-] (1,3,5-trifluoro-2,4-dinitrobenzene), FC1=C(C(=C(C(=C1[N+](=O)[O-])F)[N+](=O)[O-])F)[N+](=O)[O-] (1,3,5-trifluoro-2,4,6-trinitrobenzene). RXN SMILES: FC1C=C(F)C=C(F)C=1.[N+]([O-])([O-])=O.[K+].[F:15][C:16]1[C:21]([N+:22]([O-:24])=[O:23])=[C:20]([F:25])[C:19]([N+:26]([O-:28])=[O:27])=[C:18]([F:29])[C:17]=1[N+:30]([O-:32])=[O:31]>>[F:15][C:16]1[CH:21]=[C:20]([F:25])[C:19]([N+:26]([O-:28])=[O:27])=[C:18]([F:29])[C:17]=1[N+:30]([O-:32])=[O:31].[F:15][C:16]1[C:21]([N+:22]([O-:24])=[O:23])=[C:20]([F:25])[C:19]([N+:26]([O-:28])=[O:27])=[C:18]([F:29])[C:17]=1[N+:30]([O-:32])=[O:31] |f:1.2|. Reported procedure: The temperature must be carefully controlled during this process. During the addition of 1,3,5-trifluorobenzene, the potassium nitrate-fuming sulfuric acid mixture must be kept at a temperature in the range of from about 30° C. to about 50° C. The temperature is controlled by regulating the rate at which 1,3,5-trifluorobenzene is added to the potassium nitrate-fuming sulfuric acid mixture and also through external cooling of the reaction mixture. After the initial exothermic reaction is over, th...